This data is from the Open Reaction Database (ORD), a public repository of structured organic reaction records. The task is: describe an organic reaction: reactants, conditions, products, and yield The reactants are C1(=CC=C(C=C1)C1=CC=C(C=C1)O)O (4,4'-biphenol), polycarbonate, C=1(C(O)=CC=C(CC=C)C1)OC (eugenol), bisphenol. The product is C(C=C)C1=CC=C(C=C1)O (4-allylphenol). As a reaction SMILES: C1(O)C=C[C:4]([C:7]2[CH:12]=[CH:11][C:10]([OH:13])=[CH:9][CH:8]=2)=[CH:3][CH:2]=1.C1(OC)C(=CC=C(C=1)CC=C)O>>[CH2:4]([C:7]1[CH:12]=[CH:11][C:10]([OH:13])=[CH:9][CH:8]=1)[CH:3]=[CH2:2]. Procedure: Polymerization was carried out in the same manner as in Example 18 except that 4,4'-biphenol and eugenol were replaced by the following bisphenol (BP-16) (21.9 g) ##STR110## and 4-allylphenol (1.6 g), to obtain a polycarbonate comprising the following repeating units and end groups in the following copolymerization ratios wherein bisphenol A, BP-16 and 4-allylphenol structures were present in a molar ratio of 82:15:3. ##STR111## Starting materials: CC(C)(CO)NCc1cc(Br)ccc1CCc1ccccc1, O=C1CCC(=O)N1Cl, ClCCl. Product: O=Cc1cc(Br)ccc1CCc1ccccc1. As a reaction SMILES: [Br:1][c:2]1[cH:3][cH:4][c:5]([CH2:15][CH2:16][c:17]2[cH:18][cH:19][cH:20][cH:21][cH:22]2)[c:6]([CH2:7][NH:8][C:9]([CH3:10])([CH3:11])[CH2:12][OH:13])[cH:14]1.[Cl:23][N:24]1[C:25](=[O:27])[CH2:28][CH2:29][C:30]1=[O:26].[Cl:31][CH2:32][Cl:33]>>[Br:1][c:2]1[cH:3][cH:4][c:5]([CH2:15][CH2:16][c:17]2[cH:18][cH:19][cH:20][cH:21][cH:22]2)[c:6]([CH:7]=[O:26])[cH:14]1. Reactants: FC=1C=CC=C2CCNC(C12)C1=CC=C(C=C1)C(F)(F)F (8-fluoro-1-(4-(trifluoromethyl)phenyl)-1,2,3,4-tetrahydroisoquinoline), C(C)(C)N(CC)C(C)C (diisopropylethylamine), FC1=CC=C(C=C1)N=C=O (4-fluorophenyl isocyanate). Solvent: CO (methanol), ClCCCl (1,2-dichloroethane). Run at time 16 hour. Product: FC=1C=CC=C2CCN(C(C12)C1=CC=C(C=C1)C(F)(F)F)C(=O)NC1=CC=C(C=C1)F (8-fluoro-N-(4-fluorophenyl)-1-(4-(trifluoromethyl)phenyl)-3,4-dihydroisoquinoline-2(1H)-carboxamide). RXN SMILES: [F:1][C:2]1[CH:3]=[CH:4][CH:5]=[C:6]2[C:11]=1[CH:10]([C:12]1[CH:17]=[CH:16][C:15]([C:18]([F:21])([F:20])[F:19])=[CH:14][CH:13]=1)[NH:9][CH2:8][CH2:7]2.C(N(C(C)C)CC)(C)C.[F:31][C:32]1[CH:37]=[CH:36][C:35]([N:38]=[C:39]=[O:40])=[CH:34][CH:33]=1>ClCCCl.CO>[F:1][C:2]1[CH:3]=[CH:4][CH:5]=[C:6]2[C:11]=1[CH:10]([C:12]1[CH:17]=[CH:16][C:15]([C:18]([F:21])([F:19])[F:20])=[CH:14][CH:13]=1)[N:9]([C:39]([NH:38][C:35]1[CH:36]=[CH:37][C:32]([F:31])=[CH:33][CH:34]=1)=[O:40])[CH2:8][CH2:7]2. Reported procedure: A solution of 8-fluoro-1-(4-(trifluoromethyl)phenyl)-1,2,3,4-tetrahydroisoquinoline (0.4 g, 1.4 mmol) and diisopropylethylamine (0.5 mL, 2.9 mmol) in anhydrous 1,2-dichloroethane (10 mL) was treated with 4-fluorophenyl isocyanate (0.14 mL, 1.2 mmol) and stirred at RT for 16 h. The solvent was removed under vacuum and the residue was purified by preparative HPLC [gradient 10-90% MeCN (0.1% TFA)/H2O (0.1% TFA)] to give the pure product which was dissolved in methanol (10 mL) and neutralized by pas... The reactants are BrC=1C=C(N(C1)C)C(=O)N (4-bromo-1-methyl-1H-pyrrole-2-carboxamide), C1(=CC=CC=C1)NC1=NC2=C(C=CC=C2C=C1)B(O)O ((2-(phenylamino)quinolin-8-yl)boronic acid), CC(C)C1=CC(=C(C(=C1)C(C)C)C2=C(C=CC=C2)P(C3CCCCC3)C4CCCCC4)C(C)C (XPhos). Reagents/catalysts: C=1C=CC(=CC1)/C=C/C(=O)/C=C/C2=CC=CC=C2.C=1C=CC(=CC1)/C=C/C(=O)/C=C/C2=CC=CC=C2.C=1C=CC(=CC1)/C=C/C(=O)/C=C/C2=CC=CC=C2.[Pd].[Pd] (Pd2(dba)3). Run in O1CCOCC1 (dioxane), C(=O)([O-])[O-].[Na+].[Na+] (Na2CO3). Run at temperature 130 celsius. Product: CN1C(=CC(=C1)C=1C=CC=C2C=CC(=NC12)NC1=CC=CC=C1)C(=O)N (1-methyl-4-(2-(phenylamino)quinolin-8-yl)-1H-pyrrole-2-carboxamide). The yield is 27.7%. As a reaction SMILES: Br[C:2]1[CH:3]=[C:4]([C:8]([NH2:10])=[O:9])[N:5]([CH3:7])[CH:6]=1.[C:11]1([NH:17][C:18]2[CH:27]=[CH:26][C:25]3[C:20](=[C:21](B(O)O)[CH:22]=[CH:23][CH:24]=3)[N:19]=2)[CH:16]=[CH:15][CH:14]=[CH:13][CH:12]=1.CC(C1C=C(C(C)C)C(C2C=CC=CC=2P(C2CCCCC2)C2CCCCC2)=C(C(C)C)C=1)C>O1CCOCC1.C([O-])([O-])=O.[Na+].[Na+].C1C=CC(/C=C/C(/C=C/C2C=CC=CC=2)=O)=CC=1.C1C=CC(/C=C/C(/C=C/C2C=CC=CC=2)=O)=CC=1.C1C=CC(/C=C/C(/C=C/C2C=CC=CC=2)=O)=CC=1.[Pd].[Pd]>[CH3:7][N:5]1[CH:6]=[C:2]([C:21]2[CH:22]=[CH:23][CH:24]=[C:25]3[C:20]=2[N:19]=[C:18]([NH:17][C:11]2[CH:12]=[CH:13][CH:14]=[CH:15][CH:16]=2)[CH:27]=[CH:26]3)[CH:3]=[C:4]1[C:8]([NH2:10])=[O:9] |f:4.5.6,7.8.9.10.11|. Reported procedure: A mixture of 4-bromo-1-methyl-1H-pyrrole-2-carboxamide (164a; 40 mg, 0.20 mmol), (2-(phenylamino)quinolin-8-yl)boronic acid (Example 165d; 68 mg, 0.26 mmol), XPhos (10 mg) and Pd2(dba)3 (10 mg) in 2 mL of dioxane and 0.5 mL of 2 N Na2CO3 was heated in a microwave at 130° C. for 20 min. The mixture was partitioned between 20 mL of EtOAc and 5 mL of 0.5 N NaOH. The organic layer was concentrated, and purified on silica gel column (25-85% EtOAc in hexanes) to give 1-methyl-4-(2-(phenylamino)quinoli... The reactants are C(C)(C)(C)OC(N(C)C1=NC(=C(C=C1)C=1OC2=C(C1)C=C(C=C2)OC)F)=O ([6-fluoro-5-(5-methoxy-benzofuran-2-yl)-pyridin-2-yl]-methyl-carbamic acid tert-butyl ester), B(Br)(Br)Br (BBr3), C([O-])(O)=O.[Na+] (sodium bicarbonate). Solvent: ClCCl (dichloromethane). Run at time 8 hour. Yields the product FC1=NC(=CC=C1C=1OC2=C(C1)C=C(C=C2)O)NC (2-(2-fluoro-6-methylamino-pyridin-3-yl)-benzofuran-5-ol). Isolated yield 41.9%. RXN SMILES: C(O[C:6](=O)[N:7]([C:9]1[CH:14]=[CH:13][C:12]([C:15]2[O:16][C:17]3[CH:23]=[CH:22][C:21]([O:24]C)=[CH:20][C:18]=3[CH:19]=2)=[C:11]([F:26])[N:10]=1)C)(C)(C)C.B(Br)(Br)Br.C(=O)(O)[O-].[Na+]>ClCCl>[F:26][C:11]1[C:12]([C:15]2[O:16][C:17]3[CH:23]=[CH:22][C:21]([OH:24])=[CH:20][C:18]=3[CH:19]=2)=[CH:13][CH:14]=[C:9]([NH:7][CH3:6])[N:10]=1 |f:2.3|. Reported procedure: To a stirred solution of [6-fluoro-5-(5-methoxy-benzofuran-2-yl)-pyridin-2-yl]-methyl-carbamic acid tert-butyl ester (66 mg, 0.184 mmol) in dichloromethane (30 mL) at 0° C. under nitrogen atmosphere, BBr3 (1M solution in CH2Cl2, 0.92 mL, 0.92 mmol) was added dropwise. The reaction mixture was stirred at room temperature overnight and then cooled to 0° C. Saturated sodium bicarbonate solution was added and the resulting mixture was extracted subsequently with 5% methanol in dichloromethane and wi... Starting materials: Fc1cc(Cl)cnc1Cl, [Cs+], [F-], [F-], [K+], O=S1(=O)CCCC1. Product: Fc1cc(Cl)cnc1F. As a reaction SMILES: [Cl:5][c:6]1[n:7][cH:8][c:9]([Cl:13])[cH:10][c:11]1[F:12].[Cs+:4].[F-:1].[F-:3].[K+:2].[S:14]1(=[O:19])(=[O:20])[CH2:15][CH2:16][CH2:17][CH2:18]1>>[F:1][c:6]1[n:7][cH:8][c:9]([Cl:13])[cH:10][c:11]1[F:12]. RXN SMILES: [CH3:1][CH2:2][OH:3].[ClH:21].[Fe:22].[N+:4]([O-:5])(=[O:6])[c:7]1[cH:8][c:9]([OH:20])[cH:10][cH:11][c:12]1[O:13][c:14]1[cH:15][cH:16][cH:17][cH:18][cH:19]1.[OH2:23]>>[NH2:4][c:7]1[cH:8][c:9]([OH:20])[cH:10][cH:11][c:12]1[O:13][c:14]1[cH:15][cH:16][cH:17][cH:18][cH:19]1. Reactants: CCO, Cl, [Fe], O=[N+]([O-])c1cc(O)ccc1Oc1ccccc1, O. Product: Nc1cc(O)ccc1Oc1ccccc1.